From a dataset of the Open Reaction Database (ORD), a public repository of structured organic reaction records. describe an organic reaction: reactants, conditions, products, and yield The reactants are aqueous solution, C([O-])(O)=O.[Na+] (sodium bicarbonate), C(C1=CC=CC=C1)(C1=CC=CC=C1)(C1=CC=CC=C1)NC=1SC=C(N1)C(C(=O)O)=NOCC=1N=CN(C1)C(C1=CC=CC=C1)(C1=CC=CC=C1)C1=CC=CC=C1 (2-(2-tritylaminothiazol-4-yl)-2-((N-tritylimidazol-4-yl)methoxyimino)acetic acid), P(Cl)(Cl)(Cl)(Cl)Cl (phosphorus pentachloride), Cl.N[C@H]1[C@@H]2N(C(=C(CS2=O)CBr)C(=O)OC(C)(C)C)C1=O (tertiary butyl 7β-amino-3-bromomethyl-3-cephem-4-carboxylate 1-oxide hydrochloride). Solvent: C(C)N(CC)CC (triethylamine), C(Cl)Cl (methylene chloride), C(C)N(CC)CC (triethylamine), C(Cl)Cl (methylene chloride). Reaction conditions: temperature -10 celsius, time 10 minute. Product: C(C1=CC=CC=C1)(C1=CC=CC=C1)(C1=CC=CC=C1)NC=1SC=C(N1)C(C(=O)N[C@H]1[C@@H]2N(C(=C(CS2=O)CBr)C(=O)OC(C)(C)C)C1=O)=NOCC=1N=CN(C1)C(C1=CC=CC=C1)(C1=CC=CC=C1)C1=CC=CC=C1 (tertiary butyl 7β-(2-(2-tritylaminothiazol-4-yl)-2-((N-tritylimidazol-4-yl)methoxyimino)acetamido)-3-bromomethyl-3-cephem-4-carboxylate 1-oxide). The yield is 91.1%. As a reaction SMILES: P(Cl)(Cl)(Cl)(Cl)Cl.[C:7]([NH:26][C:27]1[S:28][CH:29]=[C:30]([C:32](=[N:36][O:37][CH2:38][C:39]2[N:40]=[CH:41][N:42]([C:44]([C:57]3[CH:62]=[CH:61][CH:60]=[CH:59][CH:58]=3)([C:51]3[CH:56]=[CH:55][CH:54]=[CH:53][CH:52]=3)[C:45]3[CH:50]=[CH:49][CH:48]=[CH:47][CH:46]=3)[CH:43]=2)[C:33](O)=[O:34])[N:31]=1)([C:20]1[CH:25]=[CH:24][CH:23]=[CH:22][CH:21]=1)([C:14]1[CH:19]=[CH:18][CH:17]=[CH:16][CH:15]=1)[C:8]1[CH:13]=[CH:12][CH:11]=[CH:10][CH:9]=1.Cl.[NH2:64][C@@H:65]1[C:82](=[O:83])[N:67]2[C:68]([C:75]([O:77][C:78]([CH3:81])([CH3:80])[CH3:79])=[O:76])=[C:69]([CH2:73][Br:74])[CH2:70][S:71](=[O:72])[C@H:66]12.C(=O)(O)[O-].[Na+]>C(N(CC)CC)C.C(Cl)Cl>[C:7]([NH:26][C:27]1[S:28][CH:29]=[C:30]([C:32](=[N:36][O:37][CH2:38][C:39]2[N:40]=[CH:41][N:42]([C:44]([C:57]3[CH:62]=[CH:61][CH:60]=[CH:59][CH:58]=3)([C:51]3[CH:52]=[CH:53][CH:54]=[CH:55][CH:56]=3)[C:45]3[CH:46]=[CH:47][CH:48]=[CH:49][CH:50]=3)[CH:43]=2)[C:33]([NH:64][C@@H:65]2[C:82](=[O:83])[N:67]3[C:68]([C:75]([O:77][C:78]([CH3:79])([CH3:80])[CH3:81])=[O:76])=[C:69]([CH2:73][Br:74])[CH2:70][S:71](=[O:72])[C@H:66]23)=[O:34])[N:31]=1)([C:8]1[CH:9]=[CH:10][CH:11]=[CH:12][CH:13]=1)([C:14]1[CH:15]=[CH:16][CH:17]=[CH:18][CH:19]=1)[C:20]1[CH:25]=[CH:24][CH:23]=[CH:22][CH:21]=1 |f:2.3,4.5|. Procedure: A mixture of methylene chloride and 209 mg of phosphorus pentachloride was cooled to -10° C. 752 mg of 2-(2-tritylaminothiazol-4-yl)-2-((N-tritylimidazol-4-yl)methoxyimino)acetic acid was added to the mixture and the mixture was stirred for 10 minutes at the same temperature. 0.25 ml of triethylamine was added thereto and after 5 minutes a mixture of methylene chloride, 401 mg of tertiary butyl 7β-amino-3-bromomethyl-3-cephem-4-carboxylate 1-oxide hydrochloride and 0.14 ml of triethylamine was a...